This data is from the Open Reaction Database (ORD), a public repository of structured organic reaction records. The task is: describe an organic reaction: reactants, conditions, products, and yield Starting materials: COC(C(CC(=O)C=1SC(=CC1)Br)=O)=O (4-(5-bromo-thiophen-2-yl)-2,4-dioxo-butyric acid methyl ester), Cl.ClC1=C(C=CC=C1)NN (2-chlorophenylhydrazine hydrochloride). Solvent: CO (MeOH). Conditions: temperature 20 celsius. Yields the product COC(=O)C1=NN(C(=C1)C=1SC(=CC1)Br)C1=C(C=CC=C1)Cl (5-(5-bromo-thiophen-2-yl)-1-(2-chloro-phenyl)-1H-pyrazole-3-carboxylic acid methyl ester). Yield: 100.6%. Reaction SMILES: [CH3:1][O:2][C:3](=[O:15])[C:4](=O)[CH2:5][C:6]([C:8]1[S:9][C:10]([Br:13])=[CH:11][CH:12]=1)=O.Cl.[Cl:17][C:18]1[CH:23]=[CH:22][CH:21]=[CH:20][C:19]=1[NH:24][NH2:25]>CO>[CH3:1][O:2][C:3]([C:4]1[CH:5]=[C:6]([C:8]2[S:9][C:10]([Br:13])=[CH:11][CH:12]=2)[N:24]([C:19]2[CH:20]=[CH:21][CH:22]=[CH:23][C:18]=2[Cl:17])[N:25]=1)=[O:15] |f:1.2|. Procedure: A solution of 4-(5-bromo-thiophen-2-yl)-2,4-dioxo-butyric acid methyl ester (15 g, 50 mmol) and 2-chlorophenylhydrazine hydrochloride (10.75 g, 60 mmol) in dry MeOH (200 mL) was heated to reflux for 6 h. After cooling to 20° C., a white solid precipitated and was collected by filtration, washed with a small volume of cold MeOH and dried under high vacuum to afford 5-(5-bromo-thiophen-2-yl)-1-(2-chloro-phenyl)-1H-pyrazole-3-carboxylic acid methyl ester (20 g, 100%). 1H-NMR (CDCl3): δ 7.48-7.55 (m... Reactants: CS(C)=O, N#Cc1ccc(F)c2ccsc12, [K+], [K+], CC(O)C(N)C(=O)O, O=C([O-])[O-]. The product is CC(O)C(Nc1ccc(C#N)c2sccc12)C(=O)O. Reaction SMILES: [CH3:27][S:28]([CH3:29])=[O:30].[F:7][c:8]1[cH:9][cH:10][c:11]([C:17]#[N:18])[c:12]2[s:13][cH:14][cH:15][c:16]12.[K+:1].[K+:2].[NH2:19][CH:20]([CH:21]([OH:22])[CH3:23])[C:24](=[O:25])[OH:26].[O-:3][C:4]([O-:5])=[O:6]>>[c:8]1([NH:19][CH:20]([CH:21]([OH:22])[CH3:23])[C:24](=[O:25])[OH:26])[cH:9][cH:10][c:11]([C:17]#[N:18])[c:12]2[s:13][cH:14][cH:15][c:16]12. Reactants: C(C)(=O)C1=CC=C(C=C1)[C@@H]1C2=C3CCC(C=C3CC[C@H]2[C@H]2CC[C@@]([C@@]2(C)C1)(CC#C[Si](C)(C)C)O)=O (11beta-(4-Acetylphenyl)-17alpha-hydroxy-17-(3-trimethysilyl-2-propinyl)-14beta-estra-4,9-dien-3-one), solution, [F-].C(CCC)[N+](CCCC)(CCCC)CCCC (tetrabutylammonium fluoride). Run in O1CCCC1 (tetrahydrofuran), O1CCCC1 (tetrahydrofuran). Reaction conditions: time 5 minute. Product: C(C)(=O)C1=CC=C(C=C1)[C@@H]1C2=C3CCC(C=C3CC[C@H]2[C@H]2CC[C@@]([C@@]2(C)C1)(CC#C)O)=O (11beta-(4-Acetylphenyl)-17alpha-hydroxy-17-(2-propinyl)14beta-estra-4,9-dien-3-one). Isolated yield 69.6%. RXN SMILES: [C:1]([C:4]1[CH:9]=[CH:8][C:7]([C@H:10]2[CH2:27][C@@:25]3([CH3:26])[C@H:21]([CH2:22][CH2:23][C@:24]3([OH:35])[CH2:28][C:29]#[C:30][Si](C)(C)C)[C@H:20]3[C:11]2=[C:12]2[C:17]([CH2:18][CH2:19]3)=[CH:16][C:15](=[O:36])[CH2:14][CH2:13]2)=[CH:6][CH:5]=1)(=[O:3])[CH3:2].[F-].C([N+](CCCC)(CCCC)CCCC)CCC>O1CCCC1>[C:1]([C:4]1[CH:9]=[CH:8][C:7]([C@H:10]2[CH2:27][C@@:25]3([CH3:26])[C@H:21]([CH2:22][CH2:23][C@:24]3([OH:35])[CH2:28][C:29]#[CH:30])[C@H:20]3[C:11]2=[C:12]2[C:17]([CH2:18][CH2:19]3)=[CH:16][C:15](=[O:36])[CH2:14][CH2:13]2)=[CH:6][CH:5]=1)(=[O:3])[CH3:2] |f:1.2|. Procedure: 470 mg of 11beta-(4-Acetylphenyl)-17alpha-hydroxy-17-(3-trimethysilyl-2-propinyl)-14beta-estra-4,9-dien-3-one in 24 ml of tetrahydrofuran is mixed with 2.35 ml of a 1M solution of tetrabutylammonium fluoride in tetrahydrofuran and stirred for 5 minutes at room temperature. It is poured on water and extracted with ethyl acetate. The combined organic phases are washed with water, dried on sodium sulfate and concentrated by evaporation. The residue is chromatographed with a mixture of hexane/ethyl ... The reactants are O (water), ClC1=CC(=CC(=N1)C1=NNC(N1)=O)C (3-(6-chloro-4-methylpyridin-2-yl)-1H-1,2,4-triazol-5(4H)-one), O[C@@H]1CN(CC1)C(=O)OC(C)(C)C ((S)-tert-butyl 3-hydroxypyrrolidine-1-carboxylate), [H-].[Na+] (sodium hydride). The solvent is CN1C(CCC1)=O (N-methyl-2-pyrrolidinone). Reaction conditions: temperature 140 celsius. The product is CC1=CC(=NC(=C1)C1=NNC(N1)=O)O[C@@H]1CN(CC1)C(=O)OC(C)(C)C ((S)-tert-butyl 3-((4-methyl-6-(5-oxo-4,5-dihydro-1H-1,2,4-triazol-3-yl)pyridin-2-yl)oxy)pyrrolidine-1-carboxylate). Reaction SMILES: Cl[C:2]1[N:7]=[C:6]([C:8]2[NH:12][C:11](=[O:13])[NH:10][N:9]=2)[CH:5]=[C:4]([CH3:14])[CH:3]=1.[OH:15][C@H:16]1[CH2:20][CH2:19][N:18]([C:21]([O:23][C:24]([CH3:27])([CH3:26])[CH3:25])=[O:22])[CH2:17]1.[H-].[Na+].O>CN1CCCC1=O>[CH3:14][C:4]1[CH:5]=[C:6]([C:8]2[NH:12][C:11](=[O:13])[NH:10][N:9]=2)[N:7]=[C:2]([O:15][C@H:16]2[CH2:20][CH2:19][N:18]([C:21]([O:23][C:24]([CH3:27])([CH3:26])[CH3:25])=[O:22])[CH2:17]2)[CH:3]=1 |f:2.3|. Reported procedure: A mixture of 3-(6-chloro-4-methylpyridin-2-yl)-1H-1,2,4-triazol-5(4H)-one (428 mg, 2.032 mmol), (S)-tert-butyl 3-hydroxypyrrolidine-1-carboxylate (457 mg, 2.439 mmol) and sodium hydride (81 mg, 2.032 mmol) in N-methyl-2-pyrrolidinone (7 mL) was heated in a microwave reactor at 140° C. for 30 minutes. After cooling, water was added and the mixture was extracted with EtOAc. The aqueous layer was acidified with 1M HCl aq and extracted with EtOAc. The organic layers were combined, dried over MgSO4, ... Reactants: O=C([O-])[O-], Cc1ccccc1, O=C(CCCl)c1ccc2ccccc2c1, [K+], [K+], O, OCCO, Cc1ccc(S(=O)(=O)O)cc1. Product: ClCCC1(c2ccc3ccccc3c2)OCCO1. RXN SMILES: [C:32](=[O:33])([O-:34])[O-:35].[CH3:38][c:39]1[cH:40][cH:41][cH:42][cH:43][cH:44]1.[Cl:1][CH2:2][CH2:3][C:4](=[O:5])[c:6]1[cH:7][c:8]2[cH:9][cH:10][cH:11][cH:12][c:13]2[cH:14][cH:15]1.[K+:36].[K+:37].[OH2:20].[OH:16][CH2:17][CH2:18][OH:19].[c:21]1([CH3:22])[cH:23][cH:24][c:25]([S:26]([OH:27])(=[O:28])=[O:29])[cH:30][cH:31]1>>[Cl:1][CH2:2][CH2:3][C:4]1([c:6]2[cH:7][c:8]3[cH:9][cH:10][cH:11][cH:12][c:13]3[cH:14][cH:15]2)[O:5][CH2:18][CH2:17][O:16]1. Product: C1(CCC1)OC(=O)N1N=CC2=CC(=CC=C12)C(C(F)(F)F)(O)C1=CN(C2=CC=CC=C12)C (5-[1-(1-Methyl-1H-indol-3-yl)-2,2,2-trifluoro-1-hydroxyethyl]indazole-1-carboxylic acid cyclobutyl ester). The solvent is N1=CC=CC=C1 (pyridine). Conditions: temperature 80 celsius, time 8 hour. Starting materials: FC(C(O)(C1=CN(C2=CC=CC=C12)C)C=1C=C2C=NNC2=CC1)(F)F (2,2,2-trifluoro-1-(1H-indazol-5-yl)-1-(1-methyl-1H-indol-3-yl)ethanol), C(=O)(N1C=NC=C1)N1C=NC=C1 (carbonyldiimidazole), C1(CCC1)O (cyclobutanol). Yield: 53.5%. RXN SMILES: [F:1][C:2]([F:25])([F:24])[C:3]([C:15]1[CH:16]=[C:17]2[C:21](=[CH:22][CH:23]=1)[NH:20][N:19]=[CH:18]2)([C:5]1[C:13]2[C:8](=[CH:9][CH:10]=[CH:11][CH:12]=2)[N:7]([CH3:14])[CH:6]=1)[OH:4].[C:26](N1C=CN=C1)(N1C=CN=C1)=[O:27].[CH:38]1([OH:42])[CH2:41][CH2:40][CH2:39]1>N1C=CC=CC=1>[CH:38]1([O:42][C:26]([N:20]2[C:21]3[C:17](=[CH:16][C:15]([C:3]([C:5]4[C:13]5[C:8](=[CH:9][CH:10]=[CH:11][CH:12]=5)[N:7]([CH3:14])[CH:6]=4)([OH:4])[C:2]([F:1])([F:24])[F:25])=[CH:23][CH:22]=3)[CH:18]=[N:19]2)=[O:27])[CH2:41][CH2:40][CH2:39]1. Procedure: A mixture of 2,2,2-trifluoro-1-(1H-indazol-5-yl)-1-(1-methyl-1H-indol-3-yl)ethanol (0.142 mmol) and carbonyldiimidazole (0.185 mmol) in 1 mL of pyridine was heated at 80° C. for 10 hours, cooled to room temperature, and cyclobutanol (1.4 mmol) was added. The mixture was stirred overnight. The volatiles were removed and the residue purified by flash silica gel chromatography using 33% ethyl acetate in hexanes. The product-rich fractions were concentrated in vacuo to provide 0.076 mmol of the desi...